This data is from the Open Reaction Database (ORD), a public repository of structured organic reaction records. The task is: describe an organic reaction: reactants, conditions, products, and yield Starting materials: C(C1=CC=CC=C1)N1CCC2(CNC(O2)=O)CC1 (8-benzyl-1-oxa-3,8-diazaspiro[4.5]decan-2-one), [H-].[Al+3].[Li+].[H-].[H-].[H-] (lithium aluminum hydride), O (water), [OH-].[Na+] (sodium hydroxide), O (water). Run in O1CCCC1 (tetrahydrofuran), O1CCCC1 (tetrahydrofuran). The product is C(C1=CC=CC=C1)N1CCC(CC1)(CNC)O (1-benzyl-4-hydroxy-4-methylaminomethylpiperidine). The yield is 98.3%. RXN SMILES: [H-].[Al+3].[Li+].[H-].[H-].[H-].[CH2:7]([N:14]1[CH2:24][CH2:23][C:17]2([O:21][C:20](=O)[NH:19][CH2:18]2)[CH2:16][CH2:15]1)[C:8]1[CH:13]=[CH:12][CH:11]=[CH:10][CH:9]=1.O.[OH-].[Na+]>O1CCCC1>[CH2:7]([N:14]1[CH2:24][CH2:23][C:17]([OH:21])([CH2:18][NH:19][CH3:20])[CH2:16][CH2:15]1)[C:8]1[CH:9]=[CH:10][CH:11]=[CH:12][CH:13]=1 |f:0.1.2.3.4.5,8.9|. Procedure: To a stirred mixture of 7 g lithium aluminum hydride and 150 ml tetrahydrofuran under argon is added dropwise over 20 minutes a solution of 24.6 g 8-benzyl-1-oxa-3,8-diazaspiro[4.5]decan-2-one in 150 ml tetrahydrofuran. The mixture is heated at reflux for two hours. The stirred mixture is treated with sequential dropwise additions of 7 ml water, 7 ml 15% sodium hydroxide and 21 ml water. The mixture is filtered and the filter cake is washed with three 200 ml portions of dichloromethane. Evaporat... The reactants are N[C@@H]1C[C@@H](N(C1)C=1SC(C(N1)=O)=CC=1C=C2C=NN(C2=CC1)CC1=C(C=C(C=C1)Cl)C(F)(F)F)CO (2-[(2R,4R)-4-Amino-2-(hydroxymethyl)pyrrolidin-1-yl]-5-({1-[4-chloro-2-(trifluoromethyl)benzyl]-1H-indazol-5-yl}methylidene)-1,3-thiazol-4(5H)-one), C(C)(=O)OC(C)=O (acetic anhydride). Yields the product ClC1=CC(=C(CN2N=CC3=CC(=CC=C23)C=C2C(N=C(S2)N2C[C@@H](C[C@@H]2CO)NC(C)=O)=O)C=C1)C(F)(F)F (N-{(3R,5R)-1-[5-({1-[4-Chloro-2-(trifluoromethyl)benzyl]-1H-indazol-5-yl}methylidene)-4-oxo-4,5-dihydro-1,3-thiazol-2-yl]-5-(hydroxymethyl)pyrrolidin-3-yl}acetamide). As a reaction SMILES: [NH2:1][C@H:2]1[CH2:6][N:5]([C:7]2[S:8][C:9](=[CH:13][C:14]3[CH:15]=[C:16]4[C:20](=[CH:21][CH:22]=3)[N:19]([CH2:23][C:24]3[CH:29]=[CH:28][C:27]([Cl:30])=[CH:26][C:25]=3[C:31]([F:34])([F:33])[F:32])[N:18]=[CH:17]4)[C:10](=[O:12])[N:11]=2)[C@@H:4]([CH2:35][OH:36])[CH2:3]1.[C:37](OC(=O)C)(=[O:39])[CH3:38]>>[Cl:30][C:27]1[CH:28]=[CH:29][C:24]([CH2:23][N:19]2[C:20]3[C:16](=[CH:15][C:14]([CH:13]=[C:9]4[S:8][C:7]([N:5]5[C@@H:4]([CH2:35][OH:36])[CH2:3][C@@H:2]([NH:1][C:37](=[O:39])[CH3:38])[CH2:6]5)=[N:11][C:10]4=[O:12])=[CH:22][CH:21]=3)[CH:17]=[N:18]2)=[C:25]([C:31]([F:34])([F:33])[F:32])[CH:26]=1. Reported procedure: N-{(3R,5R)-1-[5-({1-[4-Chloro-2-(trifluoromethyl)benzyl]-1H-indazol-5-yl}methylidene)-4-oxo-4,5-dihydro-1,3-thiazol-2-yl]-5-(hydroxymethyl)pyrrolidin-3-yl}acetamide was prepared from 2-[(2R,4R)-4-Amino-2-(hydroxymethyl)pyrrolidin-1-yl]-5-({1-[4-chloro-2-(trifluoromethyl)benzyl]-1H-indazol-5-yl}methylidene)-1,3-thiazol-4(5H)-one (example 257) and acetic anhydride. The reactants are Nc1ccc(OC(F)C(F)(F)F)cc1, N#CO[K], O. Product: NC(=O)Nc1ccc(OC(F)C(F)(F)F)cc1. RXN SMILES: [F:1][CH:2]([C:3]([F:4])([F:5])[F:6])[O:7][c:8]1[cH:9][cH:10][c:11]([NH2:12])[cH:13][cH:14]1.[K:15][O:16][C:17]#[N:18].[OH2:19]>>[F:1][CH:2]([C:3]([F:4])([F:5])[F:6])[O:7][c:8]1[cH:9][cH:10][c:11]([NH:12][C:17](=[O:16])[NH2:18])[cH:13][cH:14]1. Reactants: C(C)OC(=O)C1(CCNCC1)CCOC (4-(2-methoxy-ethyl)-piperidine-4-carboxylic acid ethyl ester), C(C)(C)(C)CC(=O)Cl (tert-butyl acetyl chloride), FC(COC1=CC=C(C=C1)N)(F)F (4-(2,2,2-trifluoro-ethoxy)-phenylamine). The product is CC(CC(=O)N1CCC2(CCN(C2=O)C2=CC=C(C=C2)OCC(F)(F)F)CC1)(C)C (8-(3,3-Dimethyl-butyryl)-2-[4-(2,2,2-trifluoro-ethoxy)-phenyl]-2,8-diaza-spiro[4.5]decan-1-one). As a reaction SMILES: C(O[C:4]([C:6]1([CH2:12][CH2:13]OC)[CH2:11][CH2:10][NH:9][CH2:8][CH2:7]1)=[O:5])C.[C:16]([CH2:20][C:21](Cl)=[O:22])([CH3:19])([CH3:18])[CH3:17].[F:24][C:25]([F:36])([F:35])[CH2:26][O:27][C:28]1[CH:33]=[CH:32][C:31]([NH2:34])=[CH:30][CH:29]=1>>[CH3:17][C:16]([CH3:19])([CH3:18])[CH2:20][C:21]([N:9]1[CH2:8][CH2:7][C:6]2([C:4](=[O:5])[N:34]([C:31]3[CH:32]=[CH:33][C:28]([O:27][CH2:26][C:25]([F:24])([F:35])[F:36])=[CH:29][CH:30]=3)[CH2:13][CH2:12]2)[CH2:11][CH2:10]1)=[O:22]. Reported procedure: Off-white crystalline solid. MS (ESI): 427.3 (MH+). This example was prepared in analogy to example 7 step A) to B) from 4-(2-methoxy-ethyl)-piperidine-4-carboxylic acid ethyl ester (example 1 step B)), tert-butyl acetyl chloride and 4-(2,2,2-trifluoro-ethoxy)-phenylamine. The reactants are ClCCn1cnc2ccccc21, [H-], [Na+], C1CCOC1. Yields the product C=Cn1cnc2ccccc21. As a reaction SMILES: [Cl:1][CH2:2][CH2:3][n:4]1[cH:5][n:6][c:7]2[c:8]1[cH:9][cH:10][cH:11][cH:12]2.[H-:13].[Na+:14].[O:15]1[CH2:16][CH2:17][CH2:18][CH2:19]1>>[CH2:2]=[CH:3][n:4]1[cH:5][n:6][c:7]2[c:8]1[cH:9][cH:10][cH:11][cH:12]2. Reactants: C(C)C1(C(N([C@H]1OC1=CC=C(C=C1)C(COC)O)C(=O)N[C@@H](C1=CC=C(C=C1)C)CC=C)=O)CC (3,3-diethyl-1-[(R)-α-(allyl)-4-(methyl)benzylaminocarbonyl]-4-(S)-[4-(1-(RS)-(hydroxy)-2-methoxyethyl) phenoxy]azetidin-2-one), [Br-].[Br-].C1(=CC=CC=C1)P(C1=CC=CC=C1)C1=CC=CC=C1 (triphenylphosphine dibromide), C(C)NCC (diethylamine). The product is C(C)C1(C(N([C@H]1OC1=CC=C(C=C1)C(COC)N(CC)CC)C(=O)N[C@@H](C1=CC=C(C=C1)C)CC=C)=O)CC (3,3-Diethyl-1-[(R)-α-(allyl)-4-(methyl)benzylaminocarbonyl]-4-(S)-[4-{1-(RS)-(N,N-diethylamino)-2-methoxyethyl}phenoxy]azeti-din-2-one). As a reaction SMILES: [CH2:1]([C:3]1([CH2:34][CH3:35])[C@H:6]([O:7][C:8]2[CH:13]=[CH:12][C:11]([CH:14](O)[CH2:15][O:16][CH3:17])=[CH:10][CH:9]=2)[N:5]([C:19]([NH:21][C@H:22]([CH2:30][CH:31]=[CH2:32])[C:23]2[CH:28]=[CH:27][C:26]([CH3:29])=[CH:25][CH:24]=2)=[O:20])[C:4]1=[O:33])[CH3:2].[Br-].[Br-].C1(P(C2C=CC=CC=2)C2C=CC=CC=2)C=CC=CC=1.[CH2:57]([NH:59][CH2:60][CH3:61])[CH3:58]>>[CH2:34]([C:3]1([CH2:1][CH3:2])[C@H:6]([O:7][C:8]2[CH:13]=[CH:12][C:11]([CH:14]([N:59]([CH2:60][CH3:61])[CH2:57][CH3:58])[CH2:15][O:16][CH3:17])=[CH:10][CH:9]=2)[N:5]([C:19]([NH:21][C@H:22]([CH2:30][CH:31]=[CH2:32])[C:23]2[CH:24]=[CH:25][C:26]([CH3:29])=[CH:27][CH:28]=2)=[O:20])[C:4]1=[O:33])[CH3:35] |f:1.2.3|. Reported procedure: According to the procedure given in Example 21, Step D, 86 mg (0.18 mmol) of 3,3-diethyl-1-[(R)-α-(allyl)-4-(methyl)benzylaminocarbonyl]-4-(S)-[4-(1-(RS)-(hydroxy)-2-methoxyethyl) phenoxy]azetidin-2-one, 98 mg (0.23 mmol) of triphenylphosphine dibromide and ca. 0.3 mL of diethylamine gave after purification on 15 gm of silica eluting with 500 mL of 98:2 methylene chloride: methanol then 200 mL of 97.5:2.5 methylene chloride: methanol 44 mg (46%) of an oil. Reactants: NC(=O)N (urea), CSCCCNS(=O)(=O)C1=C(C(=CC=C1Cl)N)O (N-(3-methylthiopropyl)-3-amino-6-chloro-2-hydroxybenzenesulfonamide), ClC1=C(C=CC=C1Cl)N=C=O (2,3dichlorophenylisocyanate). Yields the product ClC1=C(C(=C(C=C1)NC(=O)NC1=C(C(=CC=C1)Cl)Cl)O)S(=O)(=O)NCCCSC (N-[4-chloro-2-hydroxy-3-[N″-(3-methylthiopropyl)aminosulfonyl]phenyl]-N′-(2,3-dichlorophenyl) urea). Isolated yield 69.7%. As a reaction SMILES: NC(N)=O.[CH3:5][S:6][CH2:7][CH2:8][CH2:9][NH:10][S:11]([C:14]1[C:19]([Cl:20])=[CH:18][CH:17]=[C:16]([NH2:21])[C:15]=1[OH:22])(=[O:13])=[O:12].[Cl:23][C:24]1[C:29]([Cl:30])=[CH:28][CH:27]=[CH:26][C:25]=1[N:31]=[C:32]=[O:33]>>[Cl:20][C:19]1[CH:18]=[CH:17][C:16]([NH:21][C:32]([NH:31][C:25]2[CH:26]=[CH:27][CH:28]=[C:29]([Cl:30])[C:24]=2[Cl:23])=[O:33])=[C:15]([OH:22])[C:14]=1[S:11]([NH:10][CH2:9][CH2:8][CH2:7][S:6][CH3:5])(=[O:13])=[O:12]. Reported procedure: Following the general procedure for urea formation outlined in example 15, N-(3-methylthiopropyl)-3-amino-6-chloro-2-hydroxybenzenesulfonamide (250 mg, 0.80 mmol) and 2,3dichlorophenylisocyanate (1 82 mg, 0.97 mmol) were coupled to form the desired urea (278 mg, 70%). 1H NMR (MeOD-d4): δ 8.29 (d, 1H), 8.06 (d, 1H), 7.24 (m, 2H), 7.05 (d, 1H), 3.07 (t, 2H), 2.48 (t, 2H), 1.98 (s, 3H) 1.74 (m, 2H). Product: C#CC(=O)OCc1ccc(OC)cc1. Reactants: C#CC(=O)O, ClCCl, COc1ccc(CCl)cc1, C1CCC2=NCCCN2CC1. Reaction SMILES: [C:12]([C:13]#[CH:14])(=[O:15])[OH:16].[CH2:27]([Cl:28])[Cl:29].[CH3:17][O:18][c:19]1[cH:20][cH:21][c:22]([CH2:23][Cl:24])[cH:25][cH:26]1.[N:1]12[CH2:2][CH2:3][CH2:4][N:5]=[C:6]1[CH2:7][CH2:8][CH2:9][CH2:10][CH2:11]2>>[C:12]([C:13]#[CH:14])(=[O:15])[O:16][CH2:23][c:22]1[cH:21][cH:20][c:19]([O:18][CH3:17])[cH:26][cH:25]1. Reactants: Cl.C=C(C(=O)O)CCCN (2-methylene-5-aminopentanoic acid hydrochloride), COC1=CC=C(COC(=O)N=[N+]=[N-])C=C1 (p-methoxybenzyloxycarbonyl azide), O (water), [O-2].[Mg+2] (magnesium oxide). The solvent is O1CCOCC1 (dioxane). Product: C=C(C(=O)O)CCCNC(=O)OCC1=CC=C(C=C1)OC (2-methylene-5-(p-methoxybenzyloxycarbonyl)aminopentanoic acid). RXN SMILES: Cl.[CH2:2]=[C:3]([CH2:7][CH2:8][CH2:9][NH2:10])[C:4]([OH:6])=[O:5].O.[O-2].[Mg+2].[CH3:14][O:15][C:16]1[CH:28]=[CH:27][C:19]([CH2:20][O:21][C:22](N=[N+]=[N-])=[O:23])=[CH:18][CH:17]=1>O1CCOCC1>[CH2:2]=[C:3]([CH2:7][CH2:8][CH2:9][NH:10][C:22]([O:21][CH2:20][C:19]1[CH:27]=[CH:28][C:16]([O:15][CH3:14])=[CH:17][CH:18]=1)=[O:23])[C:4]([OH:6])=[O:5] |f:0.1,3.4|. Reported procedure: To a solution of 8.8 g. of 2-methylene-5-aminopentanoic acid hydrochloride in 100 ml. of water is added with stirring 6.36 g. of magnesium oxide, followed by a solution of 12.2 g. of p-methoxybenzyloxycarbonyl azide in 100 ml. of dioxane, and the resulting mixture is stirred at room temperature for two days. The reaction mixture is filtered, and the filtrate diluted with 200 ml. of ethyl acetate, two equivalents of Dowex 50 ion exchange resin is added, and the mixture is stirred at room temperat... The reactants are CO[BH-](OC)OC, COCCOC, COC(=O)CC1CCCN(C(=O)c2ccc(NC(=O)c3ccccc3Cl)nc2)c2ccc(Cl)cc21, Cl, [Na+]. Product: O=C(Nc1ccc(C(=O)N2CCCC(CCO)c3cc(Cl)ccc32)cn1)c1ccccc1Cl. Reaction SMILES: [CH3:36][O:37][BH-:38]([O:39][CH3:40])[O:41][CH3:42].[CH3:45][O:46][CH2:47][CH2:48][O:49][CH3:50].[Cl:1][c:2]1[cH:3][cH:4][c:5]2[c:6]([cH:35]1)[CH:7]([CH2:30][C:31](=[O:32])[O:33][CH3:34])[CH2:8][CH2:9][CH2:10][N:11]2[C:12]([c:13]1[cH:14][n:15][c:16]([NH:19][C:20]([c:21]2[c:22]([Cl:27])[cH:23][cH:24][cH:25][cH:26]2)=[O:28])[cH:17][cH:18]1)=[O:29].[ClH:44].[Na+:43]>>[Cl:1][c:2]1[cH:3][cH:4][c:5]2[c:6]([cH:35]1)[CH:7]([CH2:30][CH2:31][OH:32])[CH2:8][CH2:9][CH2:10][N:11]2[C:12]([c:13]1[cH:14][n:15][c:16]([NH:19][C:20]([c:21]2[c:22]([Cl:27])[cH:23][cH:24][cH:25][cH:26]2)=[O:28])[cH:17][cH:18]1)=[O:29].